From a dataset of the Open Reaction Database (ORD), a public repository of structured organic reaction records. describe an organic reaction: reactants, conditions, products, and yield Reactants: C=C(C)Cc1c(OCc2ccccc2)cc(C(=O)OC(C)(C)C)cc1OCc1ccccc1, ClCCl, O=C(OO)c1cccc(Cl)c1. The product is CC(C)(C)OC(=O)c1cc(OCc2ccccc2)c(CC2(C)CO2)c(OCc2ccccc2)c1. Reaction SMILES: [C:1]([CH3:2])([CH3:3])([CH3:4])[O:5][C:6]([c:7]1[cH:8][c:9]([O:25][CH2:26][c:27]2[cH:28][cH:29][cH:30][cH:31][cH:32]2)[c:10]([CH2:21][C:22](=[CH2:23])[CH3:24])[c:11]([O:13][CH2:14][c:15]2[cH:16][cH:17][cH:18][cH:19][cH:20]2)[cH:12]1)=[O:33].[Cl:45][CH2:46][Cl:47].[OH:34][O:35][C:36]([c:37]1[cH:38][c:39]([Cl:40])[cH:41][cH:42][cH:43]1)=[O:44]>>[C:1]([CH3:2])([CH3:3])([CH3:4])[O:5][C:6]([c:7]1[cH:8][c:9]([O:25][CH2:26][c:27]2[cH:28][cH:29][cH:30][cH:31][cH:32]2)[c:10]([CH2:21][C:22]2([CH3:24])[CH2:23][O:34]2)[c:11]([O:13][CH2:14][c:15]2[cH:16][cH:17][cH:18][cH:19][cH:20]2)[cH:12]1)=[O:33]. Product: OC1=C(C=O)C=C(C=C1)OC (2-Hydroxy-5-methoxybenzaldehyde). Reported procedure: p-Cresol (100 g) in dry THF(100 ml) was added dropwise to a mechanically stirred, freshly prepared solution of ethyl magnesium bromide [magnesium (25.0 g) and bromoethane (75 ml)]in THF (500 ml) under nitrogen at a rate which maintained a slow reflux (about 30 mins). After a further 30 mins toluene (1.21) was added, followed by 1,3-dimethyl-3,4,5,6-tetrahydro-2(1H)-pyrimidone (125 ml), and paraformaldehyde (70 g). The mixture was then heated at reflux for 16 h. The mixture was concentrated by di... Reaction conditions: temperature -10 celsius. Run in CN1C(N(CCC1)C)=O (1,3-dimethyl-3,4,5,6-tetrahydro-2(1H)-pyrimidone), C1(=CC=CC=C1)C (toluene). Starting materials: C=O (paraformaldehyde), C1=CC(=CC=C1O)C (p-Cresol), C1CCOC1 (THF), C(C)[Mg]Br (ethyl magnesium bromide), [Mg] (magnesium), BrCC (bromoethane), C1CCOC1 (THF). As a reaction SMILES: [CH:1]1[C:6]([OH:7])=[CH:5][CH:4]=[C:3](C)[CH:2]=1.C([Mg]Br)C.[Mg].BrCC.[CH2:17]=[O:18].C1C[O:22][CH2:21]C1>CN1CCCN(C)C1=O.C1(C)C=CC=CC=1>[OH:18][C:17]1[CH:5]=[CH:4][C:3]([O:22][CH3:21])=[CH:2][C:1]=1[CH:6]=[O:7]. The reactants are C(=O)(OC(C)(C)C)NCC1NCC1 (2-(N-Boc-aminomethyl) azetidine), CCN(C(C)C)C(C)C (DIEA), C=1(C(=CC=CC1)S(=O)(=O)Cl)C1=CC=CC=C1 (biphenyl-2-sulfonyl chloride). The solvent is CC(OCC)=O (EA), CN(C)C=O (DMF). Reaction conditions: time 20 hour. Yields the product C(C)(C)(C)OC(NCC1N(CC1)S(=O)(=O)C=1C(=CC=CC1)C1=CC=CC=C1)=O ((2RS)-[1-(biphenyl-2-sulfonyl)-azetidin-2-ylmethyl]-carbamic acid tert-butyl ester). Yield: 68.3%. Reaction SMILES: [C:1]([NH:8][CH2:9][CH:10]1[CH2:13][CH2:12][NH:11]1)([O:3][C:4]([CH3:7])([CH3:6])[CH3:5])=[O:2].CCN(C(C)C)C(C)C.[C:23]1([C:33]2[CH:38]=[CH:37][CH:36]=[CH:35][CH:34]=2)[C:24]([S:29](Cl)(=[O:31])=[O:30])=[CH:25][CH:26]=[CH:27][CH:28]=1>CN(C=O)C.CC(=O)OCC>[C:4]([O:3][C:1](=[O:2])[NH:8][CH2:9][CH:10]1[CH2:13][CH2:12][N:11]1[S:29]([C:24]1[C:23]([C:33]2[CH:34]=[CH:35][CH:36]=[CH:37][CH:38]=2)=[CH:28][CH:27]=[CH:26][CH:25]=1)(=[O:31])=[O:30])([CH3:7])([CH3:6])[CH3:5]. Reported procedure: To a cold (5° C.) solution of 2-(N-Boc-aminomethyl) azetidine (200 mg), DIEA (0.375 mL) in dry DMF (2 mL), was added portionwise biphenyl-2-sulfonyl chloride (272 mg). The reaction mixture was stirred at RT for 20 h. The reaction mixture was diluted with EA, washed with water. The organic extract was dried (MgSO4), filtered and concentrated to yield the crude product as light brown oil (295 mg, 68%) which was used for the next step without further purification.